From a dataset of the Open Reaction Database (ORD), a public repository of structured organic reaction records. describe an organic reaction: reactants, conditions, products, and yield Starting materials: CC1=NC(=CC(C1[N+](=O)[O-])=O)C (2,6-dimethyl-3-nitro-4-pyridone), P(=O)(Cl)(Cl)Cl (phosphorus oxychloride). The product is ClC1=C(C(=NC(=C1)C)C)[N+](=O)[O-] (4-Chloro-2,6-dimethyl-3-nitropyridine). Reaction SMILES: [CH3:1][C:2]1[CH:7]([N+:8]([O-:10])=[O:9])[C:6](=O)[CH:5]=[C:4]([CH3:12])[N:3]=1.P(Cl)(Cl)([Cl:15])=O>>[Cl:15][C:6]1[CH:5]=[C:4]([CH3:12])[N:3]=[C:2]([CH3:1])[C:7]=1[N+:8]([O-:10])=[O:9]. Reported procedure: By the method of Yakugaku Zasshi, 87, 387 (1967), 2,6-dimethyl-3-nitro-4-pyridone (11.23 g, 66.8 mmol) and phosphorus oxychloride (57 ml) were heated together at reflux for 11/2 hours. The excess reagent was removed under reduced pressure, and the residue dissolved in dichloromethane (150 ml). This solution was treated with dilute aqueous sodium bicarbonate until the aqueous layer was at pH 7, and then the organic phase was separated, dried (MgSO4) and concentrated under reduced pressure to give...